This data is from the Open Reaction Database (ORD), a public repository of structured organic reaction records. The task is: describe an organic reaction: reactants, conditions, products, and yield The reactants are NC1CCCN(Cc2ccccc2)C1, CC(C)O, CCN(C(C)C)C(C)C, ClCCl, O=[N+]([O-])c1cnc2c(ccn2S(=O)(=O)c2ccccc2)c1Cl. Reaction SMILES: [CH2:23]([c:24]1[cH:25][cH:26][cH:27][cH:28][cH:29]1)[N:30]1[CH2:31][CH:32]([NH2:36])[CH2:33][CH2:34][CH2:35]1.[CH3:46][CH:47]([OH:48])[CH3:49].[CH:37]([N:38]([CH:39]([CH3:40])[CH3:41])[CH2:42][CH3:43])([CH3:44])[CH3:45].[Cl:50][CH2:51][Cl:52].[c:1]1([S:7](=[O:8])(=[O:9])[n:10]2[cH:11][cH:12][c:13]3[c:14]2[n:15][cH:16][c:17]([N+:20](=[O:21])[O-:22])[c:18]3[Cl:19])[cH:2][cH:3][cH:4][cH:5][cH:6]1>>[c:1]1([S:7](=[O:8])(=[O:9])[n:10]2[cH:11][cH:12][c:13]3[c:14]2[n:15][cH:16][c:17]([N+:20](=[O:21])[O-:22])[c:18]3[NH:36][CH:32]2[CH2:31][N:30]([CH2:23][c:24]3[cH:25][cH:26][cH:27][cH:28][cH:29]3)[CH2:35][CH2:34][CH2:33]2)[cH:2][cH:3][cH:4][cH:5][cH:6]1. Yields the product O=[N+]([O-])c1cnc2c(ccn2S(=O)(=O)c2ccccc2)c1NC1CCCN(Cc2ccccc2)C1. The reactants are C(C)(C)(C)OC(NCC(NC1=CC(=CC=C1)C1=CC=2N=C(N=C(C2S1)N1CCOCC1)C1=C2C=NNC2=CC=C1)=O)=O (Tert-butyl(3-(2-(1H-indazol-4-yl)-4-morpholinothieno[3,2-d]pyrimidin-6-yl)phenylcarbamoyl)methylcarbamate), FC(C(=O)O)(F)F.ClCCl (trifluoroacetic acid dichloromethane). Product: N1N=CC2=C(C=CC=C12)C=1N=C(C2=C(N1)C=C(S2)C=2C=C(C=CC2)NC(CN)=O)N2CCOCC2 (N-(3-(2-(1H-indazol-4-yl)-4-morpholinothieno[3,2-d]pyrimidin-6-yl)phenyl)-2-aminoacetamide). Yield: 20.4%. Reaction SMILES: C(OC(=O)[NH:7][CH2:8][C:9](=[O:41])[NH:10][C:11]1[CH:16]=[CH:15][CH:14]=[C:13]([C:17]2[S:25][C:24]3[C:23]([N:26]4[CH2:31][CH2:30][O:29][CH2:28][CH2:27]4)=[N:22][C:21]([C:32]4[CH:40]=[CH:39][CH:38]=[C:37]5[C:33]=4[CH:34]=[N:35][NH:36]5)=[N:20][C:19]=3[CH:18]=2)[CH:12]=1)(C)(C)C.FC(F)(F)C(O)=O.ClCCl>>[NH:36]1[C:37]2[C:33](=[C:32]([C:21]3[N:22]=[C:23]([N:26]4[CH2:31][CH2:30][O:29][CH2:28][CH2:27]4)[C:24]4[S:25][C:17]([C:13]5[CH:12]=[C:11]([NH:10][C:9](=[O:41])[CH2:8][NH2:7])[CH:16]=[CH:15][CH:14]=5)=[CH:18][C:19]=4[N:20]=3)[CH:40]=[CH:39][CH:38]=2)[CH:34]=[N:35]1 |f:1.2|. Procedure details: Tert-butyl(3-(2-(1H-indazol-4-yl)-4-morpholinothieno[3,2-d]pyrimidin-6-yl)phenylcarbamoyl)methylcarbamate (82 mg) was treated with 2 mL of trifluoroacetic acid/dichloromethane (1:1). Upon completion, the reaction mixture was evaporated. The product was purified by reverse phase HPLC to yield 13.9 mg of 137. MS (Q1) 486 (M)+. The reactants are ClC1=NC=2N(N=C3C=CC(=CC23)F)C(=C1C1=CC=CC=C1)NC1CC1 ((2-Chloro-9-fluoro-3-phenylpyrimido[1,2-b]indazol-4-yl)-cyclopropylamine), C(C)(=O)OCC (ethyl acetate), C(C)(C)(C)OC(NC1(CCC1)C1=CC=C(C=C1)B1OC(C(O1)(C)C)(C)C)=O ({1-[4-(4,4,5,5-tetramethyl-1,3,2-dioxaborolan-2-yl)phenyl]cyclobutyl}carbamic acid tert-butyl ester), C([O-])([O-])=O.[Na+].[Na+] (sodium carbonate). The reagents and catalysts are C1=CC=C(C=C1)P(C2=CC=CC=C2)[C]3[CH][CH][CH][CH]3.C1=CC=C(C=C1)P(C2=CC=CC=C2)[C]3[CH][CH][CH][CH]3.Cl[Pd]Cl.[Fe] (1,1 bis(diphenylphosphino)ferrocenedichloropalladium(II)). The solvent is C(OC)COC (dimethoxyethane). Conditions: temperature 120 celsius, time 30 minute. Product: C(C)(C)(C)OC(NC1(CCC1)C1=CC=C(C=C1)C1=NC=2N(N=C3C=CC(=CC23)F)C(=C1C1=CC=CC=C1)NC1CC1)=O ((1-{4-[4-(Cyclopropylamino)-9-fluoro-3-phenylpyrimido[1,2-b]indazol-2-yl]phenyl}cyclobutyl)carbamic acid tert-butyl ester). RXN SMILES: Cl[C:2]1[C:15]([C:16]2[CH:21]=[CH:20][CH:19]=[CH:18][CH:17]=2)=[C:14]([NH:22][CH:23]2[CH2:25][CH2:24]2)[N:5]2[N:6]=[C:7]3[C:12]([CH:11]=[C:10]([F:13])[CH:9]=[CH:8]3)=[C:4]2[N:3]=1.[C:26]([O:30][C:31](=[O:52])[NH:32][C:33]1([C:37]2[CH:42]=[CH:41][C:40](B3OC(C)(C)C(C)(C)O3)=[CH:39][CH:38]=2)[CH2:36][CH2:35][CH2:34]1)([CH3:29])([CH3:28])[CH3:27].C(=O)([O-])[O-].[Na+].[Na+].C(OCC)(=O)C>C(COC)OC.C1C=CC(P([C]2[CH][CH][CH][CH]2)C2C=CC=CC=2)=CC=1.C1C=CC(P([C]2[CH][CH][CH][CH]2)C2C=CC=CC=2)=CC=1.Cl[Pd]Cl.[Fe]>[C:26]([O:30][C:31](=[O:52])[NH:32][C:33]1([C:37]2[CH:38]=[CH:39][C:40]([C:2]3[C:15]([C:16]4[CH:21]=[CH:20][CH:19]=[CH:18][CH:17]=4)=[C:14]([NH:22][CH:23]4[CH2:25][CH2:24]4)[N:5]4[N:6]=[C:7]5[C:12]([CH:11]=[C:10]([F:13])[CH:9]=[CH:8]5)=[C:4]4[N:3]=3)=[CH:41][CH:42]=2)[CH2:34][CH2:35][CH2:36]1)([CH3:29])([CH3:27])[CH3:28] |f:2.3.4,7.8.9.10,^1:75,76,77,78,79,93,94,95,96,97|. Procedure details: 300 mg (0.9 mmol) (2-Chloro-9-fluoro-3-phenylpyrimido[1,2-b]indazol-4-yl)-cyclopropylamine, 444.4 mg (1.2 mmol) {1-[4-(4,4,5,5-tetramethyl-1,3,2-dioxaborolan-2-yl)phenyl]cyclobutyl}carbamic acid tert-butyl ester, 1.6 mL aqueous sodium carbonate (10%) and 31.2 mg (0.04 mmol) 1,1 bis(diphenylphosphino)ferrocenedichloropalladium(II) were given in 2.9 mL dimethoxyethane and heated for 40′ in the microwave at 120° C. The reaction mixture was poured on water and ethyl acetate and stirred vigorously fo... Reagents/catalysts: [C].[Pd] (palladium-carbon). Product: FC=1C(=C(C2=CN(N=C2C1)C)C(=O)OC)CCC(=O)OC (methyl 6-fluoro-5-(3-methoxy-3-oxopropyl)-2-methyl-2H-indazole-4-carboxylate). Procedure details: To a solution of methyl 6-fluoro-5-[(1E)-3-methoxy-3-oxoprop-1-en-1-yl]-2-methyl-2H-indazole-4-carboxylate (430 mg, 21.47 mmol) in THF/methanol (5 mL/5 mL) was added palladium-carbon powder (86 mg), and the mixture was stirred under a hydrogen atmosphere at room temperature for 18 hr. The catalyst was filtered off, and the filtrate was concentrated under reduced pressure to give the title compound (407 mg, yield 94%). Reaction SMILES: [F:1][C:2]1[C:3](/[CH:16]=[CH:17]/[C:18]([O:20][CH3:21])=[O:19])=[C:4]([C:12]([O:14][CH3:15])=[O:13])[C:5]2[C:9]([CH:10]=1)=[N:8][N:7]([CH3:11])[CH:6]=2>C1COCC1.CO.[C].[Pd]>[F:1][C:2]1[C:3]([CH2:16][CH2:17][C:18]([O:20][CH3:21])=[O:19])=[C:4]([C:12]([O:14][CH3:15])=[O:13])[C:5]2[C:9]([CH:10]=1)=[N:8][N:7]([CH3:11])[CH:6]=2 |f:1.2,3.4|. Isolated yield 6.4%. Reaction conditions: time 18 hour. The reactants are FC=1C(=C(C2=CN(N=C2C1)C)C(=O)OC)\C=C\C(=O)OC (methyl 6-fluoro-5-[(1E)-3-methoxy-3-oxoprop-1-en-1-yl]-2-methyl-2H-indazole-4-carboxylate). Solvent: C1CCOC1.CO (THF methanol).